Dataset: the Open Reaction Database (ORD), a public repository of structured organic reaction records. Task: describe an organic reaction: reactants, conditions, products, and yield The reactants are COC(=O)[C@H]1N(C[C@@H](C1)S(=O)(=O)C1=C(C=C(C=C1)F)C(F)(F)F)C=1N(N=C(C1)C)C1=CC=C(C=C1)C(F)(F)F ((2S,4R)-4-(4-fluoro-2-trifluoromethyl-benzenesulfonyl)-1-[5-methyl-2-(4-trifluoromethyl-phenyl)-2H-pyrazol-3-yl]-pyrrolidine-2-carboxylic acid methyl ester), [OH-].[Li+] (lithium hydroxide). Product: FC1=CC(=C(C=C1)S(=O)(=O)[C@@H]1C[C@H](N(C1)C=1N(N=C(C1)C)C1=CC=C(C=C1)C(F)(F)F)C(=O)O)C(F)(F)F ((2S,4R)-4-(4-Fluoro-2-trifluoromethyl-benzenesulfonyl)-1-[5-methyl-2-(4-trifluoromethyl-phenyl)-2H-pyrazol-3-yl]-pyrrolidine-2-carboxylic acid). As a reaction SMILES: C[O:2][C:3]([C@@H:5]1[CH2:9][C@@H:8]([S:10]([C:13]2[CH:18]=[CH:17][C:16]([F:19])=[CH:15][C:14]=2[C:20]([F:23])([F:22])[F:21])(=[O:12])=[O:11])[CH2:7][N:6]1[C:24]1[N:25]([C:30]2[CH:35]=[CH:34][C:33]([C:36]([F:39])([F:38])[F:37])=[CH:32][CH:31]=2)[N:26]=[C:27]([CH3:29])[CH:28]=1)=[O:4].[OH-].[Li+]>>[F:19][C:16]1[CH:17]=[CH:18][C:13]([S:10]([C@H:8]2[CH2:7][N:6]([C:24]3[N:25]([C:30]4[CH:31]=[CH:32][C:33]([C:36]([F:39])([F:38])[F:37])=[CH:34][CH:35]=4)[N:26]=[C:27]([CH3:29])[CH:28]=3)[C@H:5]([C:3]([OH:4])=[O:2])[CH2:9]2)(=[O:12])=[O:11])=[C:14]([C:20]([F:23])([F:21])[F:22])[CH:15]=1 |f:1.2|. Reported procedure: In analogy to the procedure described in example 253e, (2S,4R)-4-(4-fluoro-2-trifluoromethyl-benzenesulfonyl)-1-[5-methyl-2-(4-trifluoromethyl-phenyl)-2H-pyrazol-3-yl]-pyrrolidine-2-carboxylic acid methyl ester was saponified in the presence of lithium hydroxide to give the title compound as yellow oil. MS (ESI): m/z=566.1 [M+H]+. Reactants: C(C)(C)(C)C1=C(C=C(OCC(=O)O)C=C1)F ((4-tert-butyl-3-fluorophenoxy)acetic acid), [Cl-].ClC1[NH+](CCN1C)C (2-chloro-1,3-dimethylimidazolinium chloride), Cl.NCC1=CC(=C(C=C1)NS(=O)(=O)C)F (N[4-(aminomethyl)-2-fluorophenyl]methanesulfonamide hydrochloride). Run in C(C)N(CC)CC (triethylamine). Yields the product C(C)(C)(C)C1=C(C=C(OCC(=O)NCC2=CC(=C(C=C2)NS(=O)(=O)C)F)C=C1)F (2-(4-tert-Butyl-3-fluorophenoxy)-N-(3-fluoro-4-[(methylsulfonyl)amino]benzyl}acetamide). Yield: 8.4%. As a reaction SMILES: [C:1]([C:5]1[CH:15]=[CH:14][C:8]([O:9][CH2:10][C:11]([OH:13])=O)=[CH:7][C:6]=1[F:16])([CH3:4])([CH3:3])[CH3:2].[Cl-].ClC1N(C)CC[NH+]1C.Cl.[NH2:27][CH2:28][C:29]1[CH:34]=[CH:33][C:32]([NH:35][S:36]([CH3:39])(=[O:38])=[O:37])=[C:31]([F:40])[CH:30]=1>C(N(CC)CC)C>[C:1]([C:5]1[CH:15]=[CH:14][C:8]([O:9][CH2:10][C:11]([NH:27][CH2:28][C:29]2[CH:34]=[CH:33][C:32]([NH:35][S:36]([CH3:39])(=[O:38])=[O:37])=[C:31]([F:40])[CH:30]=2)=[O:13])=[CH:7][C:6]=1[F:16])([CH3:2])([CH3:3])[CH3:4] |f:1.2,3.4|. Procedure: Crude (4-tert-butyl-3-fluorophenoxy)acetic acid (124 mg, crude), 2-chloro-1,3-dimethylimidazolinium chloride (CDI) (90 mg, 0.55 mmol), triethylamine (0.35 ml) and-N[4-(aminomethyl)-2-fluorophenyl]methanesulfonamide hydrochloride (127 mg, 0.5 mmol) were mixed in the same procedure described in Example 2(b) to give 18 mg (7.8% yield) of the title compound as a white solid. Isolated yield 111.8%. Reaction conditions: time 40 hour. The product is COC([C@@H](NC(=O)OC(C)(C)C)CC1=CC=C(C=C1)I)=O (N-Boc-4-iodophenylalanine methylester). Reaction SMILES: [C:1]([NH:8][C@H:9]([C:18]([OH:20])=[O:19])[CH2:10][C:11]1[CH:16]=[CH:15][C:14]([I:17])=[CH:13][CH:12]=1)([O:3][C:4]([CH3:7])([CH3:6])[CH3:5])=[O:2].[C:21]([O-])(O)=O.[Na+].CI.C(OCC)(=O)C>CN(C=O)C>[CH3:21][O:19][C:18](=[O:20])[C@H:9]([CH2:10][C:11]1[CH:12]=[CH:13][C:14]([I:17])=[CH:15][CH:16]=1)[NH:8][C:1]([O:3][C:4]([CH3:5])([CH3:7])[CH3:6])=[O:2] |f:1.2|. The reactants are C(=O)(OC(C)(C)C)N[C@@H](CC1=CC=C(C=C1)I)C(=O)O (N-Boc-4-iodophenylalanine), C(=O)(O)[O-].[Na+] (NaHCO3), C(C)(=O)OCC (ethyl acetate), CI (methyl iodide). Solvent: CN(C)C=O (DMF). Reported procedure: To a solution of 5.02 g (12.8 mmol) of N-Boc-4-iodophenylalanine in 60 mL of DMF was added NaHCO3 (1.42 g, 16.9 mmol) followed by methyl iodide (3.0 mL, 48.2 mmol). The mixture was stirred under argon for 40 h at room temperature. After this time, 150 mL of ethyl acetate was added, and the mixture was washed with 3×100 mL of deionized water. The organic layer was separated, dried over Na2SO4, and concentrated under vacuum to yield 5.80 g of a yellow oily solid. The crude product was purified by ... Reactants: C(C1=CC=CC=C1)N1C(N([C@H]([C@H]1C(=O)OCCCC)C(=O)OCCCC)CC1=CC=CC=C1)=O (di-n-butyl cis-1,3-dibenzyl-2-oxoimidazolidine-4,5-dicarboxylate), Example 1 ( 1 ). The solvent is P(=O)([O-])([O-])[O-] (phosphate). Yields the product C(C1=CC=CC=C1)N1C(N([C@@H]([C@@H]1C(=O)OCCCC)C(=O)O)CC1=CC=CC=C1)=O ((4S,5R)-1,3-dibenzyl-5-n-butyloxycarbonyl-2-oxoimidazolidine-4-carboxylic acid). As a reaction SMILES: [CH2:1]([N:8]1[C@H:12]([C:13]([O:15][CH2:16][CH2:17][CH2:18][CH3:19])=[O:14])[C@H:11]([C:20]([O:22]CCCC)=[O:21])[N:10]([CH2:27][C:28]2[CH:33]=[CH:32][CH:31]=[CH:30][CH:29]=2)[C:9]1=[O:34])[C:2]1[CH:7]=[CH:6][CH:5]=[CH:4][CH:3]=1>P([O-])([O-])([O-])=O>[CH2:1]([N:8]1[C@@H:12]([C:13]([O:15][CH2:16][CH2:17][CH2:18][CH3:19])=[O:14])[C@@H:11]([C:20]([OH:22])=[O:21])[N:10]([CH2:27][C:28]2[CH:33]=[CH:32][CH:31]=[CH:30][CH:29]=2)[C:9]1=[O:34])[C:2]1[CH:3]=[CH:4][CH:5]=[CH:6][CH:7]=1. Procedure details: A suspension of di-n-butyl cis-1,3-dibenzyl-2-oxoimidazolidine-4,5-dicarboxylate (500 mg) in 0.1M phosphate buffer (pH 8.0, 45 ml) was treated with Pig Liver Esterase (manufactured by Sigma Lab., 1600 units, 10 mg) in a manner similar to that in Example 1 (1) to give (4S,5R)-1,3-dibenzyl-5-n-butyloxycarbonyl-2-oxoimidazolidine-4-carboxylic acid as an oily product. [α]D20 =+4.1° (c=1.55, CHCl3). Starting materials: CC1(C=2C=C(C(=CC2C(CC1)(C)C)B(O)O)OCC)C ((5,5,8,8,-tetramethyl-3-ethoxy-5,6,7,8-tetrahydronaphth-2-yl)-boronic acid), 2-acetyl-7-trifluoromethanesulfonate benzo[b]furan, C([O-])([O-])=O.[Na+].[Na+] (sodium carbonate), C(C)O (ethanol), O (water). The reagents and catalysts are C=1C=CC(=CC1)[P](C=2C=CC=CC2)(C=3C=CC=CC3)[Pd]([P](C=4C=CC=CC4)(C=5C=CC=CC5)C=6C=CC=CC6)([P](C=7C=CC=CC7)(C=8C=CC=CC8)C=9C=CC=CC9)[P](C=1C=CC=CC1)(C=1C=CC=CC1)C=1C=CC=CC1 (Pd(PPh3)4). Solvent: C1(=CC=CC=C1)C (toluene). The product is C(C)(=O)C1=CC2=C(O1)C(=CC=C2)C2=CC=1C(CCC(C1C=C2OCC)(C)C)(C)C (2-acetyl-7-(5,5,8,8,-tetramethyl-3-ethoxy-5,6,7,8-tetrahydronaphth-2-yl)-benzo[b]furan). RXN SMILES: [CH3:1][C:2]1([CH3:20])[CH2:11][CH2:10][C:9]([CH3:13])([CH3:12])[C:8]2[CH:7]=[C:6](B(O)O)[C:5]([O:17][CH2:18][CH3:19])=[CH:4][C:3]1=2.[C:21](=[O:24])([O-])[O-].[Na+].[Na+].O.[CH2:28]([OH:30])[CH3:29]>C1(C)C=CC=CC=1.C1C=CC([P]([Pd]([P](C2C=CC=CC=2)(C2C=CC=CC=2)C2C=CC=CC=2)([P](C2C=CC=CC=2)(C2C=CC=CC=2)C2C=CC=CC=2)[P](C2C=CC=CC=2)(C2C=CC=CC=2)C2C=CC=CC=2)(C2C=CC=CC=2)C2C=CC=CC=2)=CC=1>[C:28]([C:21]1[O:24][C:3]2[C:8]([C:6]3[C:5]([O:17][CH2:18][CH3:19])=[CH:4][C:3]4[C:2]([CH3:20])([CH3:1])[CH2:11][CH2:10][C:9]([CH3:13])([CH3:12])[C:8]=4[CH:7]=3)=[CH:9][CH:10]=[CH:11][C:2]=2[CH:1]=1)(=[O:30])[CH3:29] |f:1.2.3,^1:41,43,62,81|. Procedure details: A mixture of 1.08 mmol of (5,5,8,8,-tetramethyl-3-ethoxy-5,6,7,8-tetrahydronaphth-2-yl)-boronic acid, 498 mg (1.62 mmol) of 2-acetyl-7-trifluoromethanesulfonate benzo[b]furan (see Example 4, step A) and 62 mg (0.05 mmol) of Pd(PPh3)4, 1 mL of 2N aqueous sodium carbonate in 9 mL of toluene and 4 mL ethanol was heated to reflux. After complexion (TLC), water was added and the solution was extracted with ethyl acetate. The organic layer is dried over MgSO4 and after evaporation of the solvents, the...